From a dataset of the Open Reaction Database (ORD), a public repository of structured organic reaction records. describe an organic reaction: reactants, conditions, products, and yield The reactants are Br, COCCOc1cc(N)ccc1C, O. Product: COCCOc1cc(Br)ccc1C. RXN SMILES: [BrH:14].[CH3:1][c:2]1[c:3]([O:9][CH2:10][CH2:11][O:12][CH3:13])[cH:4][c:5]([NH2:6])[cH:7][cH:8]1.[OH2:15]>>[CH3:1][c:2]1[c:3]([O:9][CH2:10][CH2:11][O:12][CH3:13])[cH:4][c:5]([Br:14])[cH:7][cH:8]1. Procedure details: 0.434 g of the above prepared 3-{4-[2-(2-tert-butyl-5-methyl-oxazol-4-yl)-ethoxy]-benzo[b]thiophen-7-yl}-3-hydroxy-2-isopropoxy-propionic acid ethyl ester (0.886 mmol) was dissolved in 4.5 ml of trifluoroacetic acid, treated at 0° with 1.408 ml of triethylsilane (10 eq.) and then kept for 2 h at 0° under vigorous stirring, when TLC indicated the disappearance of starting material. The reaction mixture was then poured onto crashed ice/AcOEt/NaHCO3, the organic layer washed with water (pH of aq. p... The yield is 76.7%. The reactants are C(C)OC(C(C(O)C1=CC=C(C2=C1SC=C2)OCCC=2N=C(OC2C)C(C)(C)C)OC(C)C)=O (3-{4-[2-(2-tert-butyl-5-methyl-oxazol-4-yl)-ethoxy]-benzo[b]thiophen-7-yl}-3-hydroxy-2-isopropoxy-propionic acid ethyl ester), C(C)[SiH](CC)CC (triethylsilane), ice AcOEt NaHCO3. Solvent: FC(C(=O)O)(F)F (trifluoroacetic acid). As a reaction SMILES: [CH2:1]([O:3][C:4](=[O:34])[CH:5]([O:30][CH:31]([CH3:33])[CH3:32])[CH:6]([C:8]1[C:13]2[S:14][CH:15]=[CH:16][C:12]=2[C:11]([O:17][CH2:18][CH2:19][C:20]2[N:21]=[C:22]([C:26]([CH3:29])([CH3:28])[CH3:27])[O:23][C:24]=2[CH3:25])=[CH:10][CH:9]=1)O)[CH3:2].C([SiH](CC)CC)C>FC(F)(F)C(O)=O>[CH2:1]([O:3][C:4](=[O:34])[CH:5]([O:30][CH:31]([CH3:33])[CH3:32])[CH2:6][C:8]1[C:13]2[S:14][CH:15]=[CH:16][C:12]=2[C:11]([O:17][CH2:18][CH2:19][C:20]2[N:21]=[C:22]([C:26]([CH3:27])([CH3:28])[CH3:29])[O:23][C:24]=2[CH3:25])=[CH:10][CH:9]=1)[CH3:2]. The product is C(C)OC(C(CC1=CC=C(C2=C1SC=C2)OCCC=2N=C(OC2C)C(C)(C)C)OC(C)C)=O (3-{4-[2-(2-tert-Butyl-5-methyl-oxazol-4-yl)-ethoxy]-benzo[b]thiophen-7-yl}-2-isopropoxy-propionic acid ethyl ester). Conditions: time 2 hour. Reactants: CCN1C(=O)C(C)(C)CC1C(=O)O, CCN=C=NCCCN(C)C, CCN(C(C)C)C(C)C, NCc1ccc(F)cc1Cl, ClCCl, Cl, On1nnc2ccccc21. The product is CCN1C(=O)C(C)(C)CC1C(=O)NCc1ccc(F)cc1Cl. As a reaction SMILES: [CH2:1]([CH3:2])[N:3]1[CH:4]([C:5](=[O:6])[OH:7])[CH2:8][C:9]([CH3:12])([CH3:13])[C:10]1=[O:11].[CH3:25][N:26]([CH3:27])[CH2:28][CH2:29][CH2:30][N:31]=[C:32]=[N:33][CH2:34][CH3:35].[CH:46]([N:47]([CH:48]([CH3:49])[CH3:50])[CH2:51][CH3:52])([CH3:53])[CH3:54].[Cl:36][c:37]1[c:38]([CH2:44][NH2:45])[cH:39][cH:40][c:41]([F:43])[cH:42]1.[Cl:55][CH2:56][Cl:57].[ClH:24].[OH:14][n:15]1[c:16]2[cH:17][cH:18][cH:19][cH:20][c:21]2[n:22][n:23]1>>[CH2:1]([CH3:2])[N:3]1[CH:4]([C:5](=[O:7])[NH:45][CH2:44][c:38]2[c:37]([Cl:36])[cH:42][c:41]([F:43])[cH:40][cH:39]2)[CH2:8][C:9]([CH3:12])([CH3:13])[C:10]1=[O:11]. Starting materials: C(C1=CC=CC=C1)C(C)(C)N (1-benzyl-iso-propyl amine), C1(=CC=CC=C1)C(C(C)(N)C)O (1phenyl-2-methyl-2-amino-propanol), red phosphorous, I (hydriodic acid). Yields the product C1(=CC=CC=C1)CC(CI)N (1-phenyl-2-amino-3-iodopropane). The yield is 31.0%. As a reaction SMILES: [CH2:1]([C:8]([NH2:11])(C)[CH3:9])[C:2]1[CH:7]=[CH:6][CH:5]=[CH:4][CH:3]=1.C1(C(O)C(C)(N)C)C=CC=CC=1.[IH:24]>>[C:2]1([CH2:1][CH:8]([NH2:11])[CH2:9][I:24])[CH:7]=[CH:6][CH:5]=[CH:4][CH:3]=1. Procedure: There are many possible methods for hydrogenating the hydroxyl group at benzyl position of APPD. For example, U.S. Pat. No. 3,084,099 issued to Hays et al. describes a method of preparing 1-benzyl-iso-propyl amine from 1phenyl-2-methyl-2-amino-propanol by hydrogenation in 57% hydriodic acid with red phosphorous. However, the strongly acidic condition of this system may induce iodination of other hydroxyl groups. In fact, the hydrogenation of APPD in the above conditions produced 1-phenyl-2-amino... Reactants: CCOC(=O)c1sc(Nc2cc(OCc3ccccc3)ccc2[N+](=O)[O-])nc1-c1cccc(Cl)c1, Cl, C1CCOC1, [Zn]. The product is CCOC(=O)c1sc(Nc2cc(OCc3ccccc3)ccc2N)nc1-c1cccc(Cl)c1. As a reaction SMILES: [CH2:1]([CH3:2])[O:3][C:4](=[O:5])[c:6]1[c:7](-[c:29]2[cH:30][c:31]([Cl:35])[cH:32][cH:33][cH:34]2)[n:8][c:9]([NH:11][c:12]2[c:13]([N+:26]([O-:27])=[O:28])[cH:14][cH:15][c:16]([O:18][CH2:19][c:20]3[cH:21][cH:22][cH:23][cH:24][cH:25]3)[cH:17]2)[s:10]1.[ClH:36].[O:38]1[CH2:39][CH2:40][CH2:41][CH2:42]1.[Zn:37]>>[CH2:1]([CH3:2])[O:3][C:4](=[O:5])[c:6]1[c:7](-[c:29]2[cH:30][c:31]([Cl:35])[cH:32][cH:33][cH:34]2)[n:8][c:9]([NH:11][c:12]2[c:13]([NH2:26])[cH:14][cH:15][c:16]([O:18][CH2:19][c:20]3[cH:21][cH:22][cH:23][cH:24][cH:25]3)[cH:17]2)[s:10]1.